Dataset: the Open Reaction Database (ORD), a public repository of structured organic reaction records. Task: describe an organic reaction: reactants, conditions, products, and yield Starting materials: OBO, Brc1cc(CC2CC2)cc2cccnc12, c1ccccc1. Product: c1ccc(-c2cc(CC3CC3)cc3cccnc23)cc1. As a reaction SMILES: [BH:16]([OH:17])[OH:18].[CH:1]1([CH2:4][c:5]2[cH:6][c:7]3[cH:8][cH:9][cH:10][n:11][c:12]3[c:13]([Br:15])[cH:14]2)[CH2:2][CH2:3]1.[cH:19]1[cH:20][cH:21][cH:22][cH:23][cH:24]1>>[CH:1]1([CH2:4][c:5]2[cH:6][c:7]3[cH:8][cH:9][cH:10][n:11][c:12]3[c:13](-[c:19]3[cH:20][cH:21][cH:22][cH:23][cH:24]3)[cH:14]2)[CH2:2][CH2:3]1. Reaction SMILES: [C:33]([C:34]([O:36][CH2:35][CH3:37])=[O:38])(=[O:39])[O:40][CH2:41][CH3:42].[CH2:43]1[O:44][CH2:45][CH2:46][CH2:47]1.[CH3:14][CH:15]([N-:16][CH:17]([CH3:18])[CH3:19])[CH3:20].[CH:1]([NH:2][CH:3]([CH3:4])[CH3:5])([CH3:6])[CH3:7].[F:21][c:22]1[cH:23][cH:24][c:25]([C:28]([CH2:29][CH3:30])=[N:31][OH:32])[cH:26][cH:27]1.[Li+:13].[Li:8][CH2:9][CH2:10][CH2:11][CH3:12]>>[F:21][c:22]1[cH:23][cH:24][c:25]([C:28]([CH:29]([CH3:30])[C:34]([C:33](=[O:39])[O:40][CH2:41][CH3:42])=[O:36])=[N:31][OH:32])[cH:26][cH:27]1. Product: CCOC(=O)C(=O)C(C)C(=NO)c1ccc(F)cc1. Reactants: CCOC(=O)C(=O)OCC, C1CCOC1, CC(C)[N-]C(C)C, CC(C)NC(C)C, CCC(=NO)c1ccc(F)cc1, [Li+], [Li]CCCC. Reactants: [Na].OC=C1C(OCC1)=O (3-hydroxymethylenedihydrofuran-2-one sodium salt), C1(=CC=CC=C1)[C@@H](C)N ((R)-1-phenylethylamine). Product: C1(=CC=CC=C1)[C@@H](C)NC=C1C(OCC1)=O ((R)-3-(1-phenylethylamino)methylenedihydrofuran-2-one). Yield: 70.9%. RXN SMILES: [Na].O[CH:3]=[C:4]1[CH2:8][CH2:7][O:6][C:5]1=[O:9].[C:10]1([C@H:16]([NH2:18])[CH3:17])[CH:15]=[CH:14][CH:13]=[CH:12][CH:11]=1>>[C:10]1([C@H:16]([NH:18][CH:3]=[C:4]2[CH2:8][CH2:7][O:6][C:5]2=[O:9])[CH3:17])[CH:15]=[CH:14][CH:13]=[CH:12][CH:11]=1 |f:0.1,^1:0|. Procedure: Using 3-hydroxymethylenedihydrofuran-2-one sodium salt (50 mmol) and (R)-1-phenylethylamine (55 mmol) and proceeding according to the abovementioned method A1, (R)-3-(1-phenylethylamino)methylenedihydrofuran-2-one (7.70 g, efficiency: 71%) is produced in the form of a white powder. Reaction conditions: temperature 15 celsius, time 20 hour. Reported procedure: 87 g of methyl 2-(o-chlorobenzylidene)-4-(2-phthalimidoethoxy)acetoacetate was dissolved in 102 ml of 2-propanol at 80° C. 33.1 g of ethyl-3-aminocrotonate was added and the mixture was heated at the same temperature for 16 hours. The mixture was evaporated to dryness. The residue was dissolved in 153 ml of glacial acetic acid at 80° C. The mixture was cooled to 15° C. and stirred at the same temperature for 20 hours. The solid was filtered off and washed with 78 ml of glacial acetic acid. The s... Starting materials: ClC1=C(C=C(C(=O)OC)C(=O)COCCN2C(C=3C(C2=O)=CC=CC3)=O)C=CC=C1 (methyl 2-(o-chlorobenzylidene)-4-(2-phthalimidoethoxy)acetoacetate), C(C)OC(\C=C(\C)/N)=O (ethyl-3-aminocrotonate). Product: ClC1=C(C=CC=C1)C1C(=C(NC(=C1C(=O)OCC)C)COCCN1C(C2=CC=CC=C2C1=O)=O)C(=O)OC (3-Methyl 5-ethyl 4-(2-chlorophenyl)-2-{[2-(1.3-dioxo-1.3-dihydro-2H-isoindol-2-yl)ethoxy]methyl}-6-methyl-1.4-dihydro-3.5-pyridine dicarboxylate). Run in CC(C)O (2-propanol). As a reaction SMILES: [Cl:1][C:2]1[CH:30]=[CH:29][CH:28]=[CH:27][C:3]=1[CH:4]=[C:5]([C:10]([CH2:12][O:13][CH2:14][CH2:15][N:16]1[C:20](=[O:21])[C:19]2=[CH:22][CH:23]=[CH:24][CH:25]=[C:18]2[C:17]1=[O:26])=O)[C:6]([O:8][CH3:9])=[O:7].[CH2:31]([O:33][C:34](=[O:39])/[CH:35]=[C:36](\[NH2:38])/[CH3:37])[CH3:32]>CC(O)C>[Cl:1][C:2]1[CH:30]=[CH:29][CH:28]=[CH:27][C:3]=1[CH:4]1[C:35]([C:34]([O:33][CH2:31][CH3:32])=[O:39])=[C:36]([CH3:37])[NH:38][C:10]([CH2:12][O:13][CH2:14][CH2:15][N:16]2[C:20](=[O:21])[C:19]3[C:18](=[CH:25][CH:24]=[CH:23][CH:22]=3)[C:17]2=[O:26])=[C:5]1[C:6]([O:8][CH3:9])=[O:7].